Dataset: the Open Reaction Database (ORD), a public repository of structured organic reaction records. Task: describe an organic reaction: reactants, conditions, products, and yield The reactants are O=S1(N=C(NC2=C1C=CC=C2)C2=C(C1=C(N(C2=O)N=CC(C)C)C=CS1)O)=O (6-(1,1-dioxido-4H-1,2,4-benzothiadiazin-3-yl)-7-hydroxy-4-{[2-methylpropylidene]amino}thieno[3,2-b]pyridin-5(4H)-one), CO (methanol), solution, [BH4-].[Li+] (lithium borohydride), O1CCCC1 (tetrahydrofuran), O1CCCC1 (tetrahydrofuran), Cl (hydrochloric acid). Solvent: O (water). Reaction conditions: temperature 25 celsius, time 1 hour. Yields the product O=S1(N=C(NC2=C1C=CC=C2)C2=C(C1=C(N(C2=O)NC(CCC)C)C=CS1)O)=O (6-(1,1-dioxido-4H-1,2,4-benzothiadiazin-3-yl)-7-hydroxy-4-{[-methylbutyl]amino}thieno[3,2-b]pyridin-5(4H)-one). RXN SMILES: [O:1]=[S:2]1(=[O:28])[C:7]2[CH:8]=[CH:9][CH:10]=[CH:11][C:6]=2[NH:5][C:4]([C:12]2[C:17](=[O:18])[N:16]([N:19]=[CH:20]C(C)C)[C:15]3[CH:24]=[CH:25][S:26][C:14]=3[C:13]=2[OH:27])=[N:3]1.[CH3:29]O.[BH4-].[Li+].Cl.O1C[CH2:37][CH2:36][CH2:35]1>O>[O:1]=[S:2]1(=[O:28])[C:7]2[CH:8]=[CH:9][CH:10]=[CH:11][C:6]=2[NH:5][C:4]([C:12]2[C:17](=[O:18])[N:16]([NH:19][CH:20]([CH3:29])[CH2:35][CH2:36][CH3:37])[C:15]3[CH:24]=[CH:25][S:26][C:14]=3[C:13]=2[OH:27])=[N:3]1 |f:2.3|. Procedure details: The product of Example 269A (0.070 g, 0.16 mmol) in tetrahydrofuran (mL) and methanol (0.013 mL, 0.32 mmol) at 0° C. was treated dropwise with a 2.0M solution of lithium borohydride in tetrahydrofuran (0.12 mL, 0.24 mmol). The reaction was stirred at 25° C. for 1 hour, acidified with 1M hydrochloric acid a pH of approximately 2-4, diluted with water (10 mL), and the resulting precipitate was collected by filtration and dried. The crude product was chromatographed on silica gel with 99:1 dichloro... Reactants: FC1=C(C(=O)Cl)C=CC=N1 (2-fluoronicotinoyl chloride), NC=1C(=CC=CC1)C (o-toluidine). The solvent is C1CCOC1 (THF). Conditions: time 15 hour. Product: FC1=C(C(=O)NC2=C(C=CC=C2)C)C=CC=N1 (2-Fluoro-N-o-tolylnicotinamide). The yield is 91.0%. As a reaction SMILES: [F:1][C:2]1[N:10]=[CH:9][CH:8]=[CH:7][C:3]=1[C:4](Cl)=[O:5].[NH2:11][C:12]1[C:13]([CH3:18])=[CH:14][CH:15]=[CH:16][CH:17]=1>C1COCC1>[F:1][C:2]1[N:10]=[CH:9][CH:8]=[CH:7][C:3]=1[C:4]([NH:11][C:12]1[CH:17]=[CH:16][CH:15]=[CH:14][C:13]=1[CH3:18])=[O:5]. Reported procedure: A homogeneous mixture of 2-fluoronicotinic acid (Aldrich, 0.45 g, 3.2 mmol), in anhydrous THF (12 mL), was treated with oxalyl chloride (0.56 mL, 6.4 mmol) followed by anhydrous DMF (2 drops). After heating at reflux for 1.5 hours, the reaction mixture was concentrated in vacuo to afford 2-fluoronicotinoyl chloride as a residue which was used without further purification. The residue was dissolved in anhydrous THF (8 mL), anhydrous DCM (2 mL), pyridine (1 mL) and DMF (to a total volume of 16 mL)...